Dataset: the Open Reaction Database (ORD), a public repository of structured organic reaction records. Task: describe an organic reaction: reactants, conditions, products, and yield The reactants are NC1=C(C=CC(=C1)SC#N)NC(=S)NC(=O)OC (2-amino-1-(3-methoxycarbonyl-2-thioureido)-4-thiocyanatobenzene), Cl.CN(CC(=O)Cl)C (N,N-dimethylglycyl chloride hydrochloride). Run in ClCCl (dichloromethane). Conditions: time 1 hour. The product is Cl.COC(=O)NC(NC1=C(C=C(C=C1)SC#N)NC(CN(C)C)=O)=S (1-(3-methoxycarbonyl-2-thioureido)-2-(2-dimethylaminoacetamido)-4-thiocyanatobenzene hydrochloride). Yield: 54.3%. Reaction SMILES: [NH2:1][C:2]1[CH:7]=[C:6]([S:8][C:9]#[N:10])[CH:5]=[CH:4][C:3]=1[NH:11][C:12]([NH:14][C:15]([O:17][CH3:18])=[O:16])=[S:13].Cl.[CH3:20][N:21]([CH3:26])[CH2:22][C:23]([Cl:25])=[O:24]>ClCCl>[ClH:25].[CH3:18][O:17][C:15]([NH:14][C:12](=[S:13])[NH:11][C:3]1[CH:4]=[CH:5][C:6]([S:8][C:9]#[N:10])=[CH:7][C:2]=1[NH:1][C:23](=[O:24])[CH2:22][N:21]([CH3:26])[CH3:20])=[O:16] |f:1.2,4.5|. Procedure details: A stirred suspension of 2-amino-1-(3-methoxycarbonyl-2-thioureido)-4-thiocyanatobenzene (5.6 g.) in dichloromethane (190 ml.) was treated in one portion at room temperature with N,N-dimethylglycyl chloride hydrochloride (3.82 g.). The stirring was continued for one hour and the mixture was allowed to stand overnight. The solid was filtered off and recrystallised from methanol to give 1-(3-methoxycarbonyl-2-thioureido)-2-(2-dimethylaminoacetamido)-4-thiocyanatobenzene hydrochloride (4.35 g.), m.p... Reactants: CC(C)C(O)(c1ccc2cc(Br)ccc2c1)c1cn(C(c2ccccc2)(c2ccccc2)c2ccccc2)cn1, N=C(c1ccccc1)c1ccccc1, CC(C)(C)[O-], Cc1ccccc1, CCOC(C)=O, [Na+], O=C(C=Cc1ccccc1)C=Cc1ccccc1, O=C(C=Cc1ccccc1)C=Cc1ccccc1, O=C(C=Cc1ccccc1)C=Cc1ccccc1, [Pd], [Pd]. Yields the product CC(C)C(O)(c1ccc2cc(N=C(c3ccccc3)c3ccccc3)ccc2c1)c1cn(C(c2ccccc2)(c2ccccc2)c2ccccc2)cn1. As a reaction SMILES: [Br:1][c:2]1[cH:3][c:4]2[cH:5][cH:6][c:7]([C:12]([CH:13]([CH3:14])[CH3:15])([OH:16])[c:17]3[n:18][cH:19][n:20]([C:22]([c:23]4[cH:24][cH:25][cH:26][cH:27][cH:28]4)([c:29]4[cH:30][cH:31][cH:32][cH:33][cH:34]4)[c:35]4[cH:36][cH:37][cH:38][cH:39][cH:40]4)[cH:21]3)[cH:8][c:9]2[cH:10][cH:11]1.[C:41]([c:42]1[cH:43][cH:44][cH:45][cH:46][cH:47]1)([c:48]1[cH:49][cH:50][cH:51][cH:52][cH:53]1)=[NH:54].[CH3:55][C:56]([CH3:57])([O-:58])[CH3:59].[CH3:61][c:62]1[cH:63][cH:64][cH:65][cH:66][cH:67]1.[CH3:68][CH2:69][O:70][C:71](=[O:72])[CH3:73].[Na+:60].[O:112]=[C:113]([CH:114]=[CH:115][c:116]1[cH:117][cH:118][cH:119][cH:120][cH:121]1)[CH:122]=[CH:123][c:124]1[cH:125][cH:126][cH:127][cH:128][cH:129]1.[O:76]=[C:77]([CH:78]=[CH:79][c:80]1[cH:81][cH:82][cH:83][cH:84][cH:85]1)[CH:86]=[CH:87][c:88]1[cH:89][cH:90][cH:91][cH:92][cH:93]1.[O:94]=[C:95]([CH:96]=[CH:97][c:98]1[cH:99][cH:100][cH:101][cH:102][cH:103]1)[CH:104]=[CH:105][c:106]1[cH:107][cH:108][cH:109][cH:110][cH:111]1.[Pd:74].[Pd:75]>>[c:2]1([N:54]=[C:41]([c:42]2[cH:43][cH:44][cH:45][cH:46][cH:47]2)[c:48]2[cH:49][cH:50][cH:51][cH:52][cH:53]2)[cH:3][c:4]2[cH:5][cH:6][c:7]([C:12]([CH:13]([CH3:14])[CH3:15])([OH:16])[c:17]3[n:18][cH:19][n:20]([C:22]([c:23]4[cH:24][cH:25][cH:26][cH:27][cH:28]4)([c:29]4[cH:30][cH:31][cH:32][cH:33][cH:34]4)[c:35]4[cH:36][cH:37][cH:38][cH:39][cH:40]4)[cH:21]3)[cH:8][c:9]2[cH:10][cH:11]1. The yield is 33.9%. RXN SMILES: [NH2:1][C:2]1[CH:3]=[CH:4][C:5]2[O:10][CH2:9][CH2:8][N:7]([C:11]3[S:12][C:13]4[C:14](=[O:22])[NH:15][C:16]([CH3:21])([CH3:20])[CH2:17][C:18]=4[N:19]=3)[C:6]=2[CH:23]=1.[C:24]1(=O)[O:29][C:27](=[O:28])[CH2:26][CH2:25]1>CN(C=O)C>[CH3:20][C:16]1([CH3:21])[NH:15][C:14](=[O:22])[C:13]2[S:12][C:11]([N:7]3[C:6]4[CH:23]=[C:2]([N:1]5[C:27](=[O:28])[CH2:26][CH2:25][C:24]5=[O:29])[CH:3]=[CH:4][C:5]=4[O:10][CH2:9][CH2:8]3)=[N:19][C:18]=2[CH2:17]1. Procedure: A mixture of Example 42 (50 mg, 0.15 mmol) and succinic anhydride (20 mg, 0.15 mmol) in DMF (4 mL) was stirred at 140° C. under microwave irradiation for 1 h. The reaction mixture was concentrated in vacuo, dissolved in acetic acid and stirred at 140° C. under microwave irradiation for 1 h. It was concentrated in vacuo and purified by preparative HPLC (Method 7) to give the title compound (21 mg, 34%) as an off-white solid. δH (CDCl3) 8.05 (1H, d, J 2.1 Hz), 7.11-6.91 (2H, m), 5.45 (1H, s), 4.41... Solvent: CN(C)C=O (DMF). The reactants are NC=1C=CC2=C(N(CCO2)C=2SC=3C(NC(CC3N2)(C)C)=O)C1 (2-(6-Amino-2,3-dihydrobenzo[1,4]oxazin-4-yl)-6,6-dimethyl-6,7-dihydro-[1,3]thiazolo[5,4-c]pyridin-4(5H)-one), C1(CCC(=O)O1)=O (succinic anhydride). Yields the product CC1(CC2=C(C(N1)=O)SC(=N2)N2CCOC1=C2C=C(C=C1)N1C(CCC1=O)=O)C (1-[4-(6,6-Dimethyl-4-oxo-4,5,6,7-tetrahydro[1,3]thiazolo[5,4-c]pyridin-2-yl)-3,4-dihydro-2H-1,4-benzoxazin-6-yl]pyrrolidine-2,5-dione). Conditions: temperature 140 celsius, time 1 hour. The reactants are ClC=1C=C(C=CC1F)C1=CC=C(C=C1)C[C@H](C(=O)O)NC(=O)C=1C=C(C=CC1OC)C1=CC=C(C=C1)C(F)(F)F (3-(3′-Chloro-4′-fluoro-biphenyl-4-yl)-2-(R)-[(4-methoxy-4′-trifluoromethyl-biphenyl-3-carbonyl)-amino]-propionic acid), Cl.CNOC (N,O-dimethylhydroxylamine hydrochloride). Product: ClC=1C=C(C=CC1F)C1=CC=C(C=C1)C[C@H](C(N(C)OC)=O)NC(=O)C=1C=C(C=CC1OC)C1=CC=C(C=C1)C(F)(F)F (4-Methoxy-4′-trifluoromethyl-biphenyl-3-carboxylic acid [2-(3′-chloro-4′-fluoro-biphenyl-4-yl)-1-(R)-(methoxy-methyl-carbamoyl)-ethyl]-amide). Yield: 70.9%. As a reaction SMILES: [Cl:1][C:2]1[CH:3]=[C:4]([C:9]2[CH:14]=[CH:13][C:12]([CH2:15][C@@H:16]([NH:20][C:21]([C:23]3[CH:24]=[C:25]([C:31]4[CH:36]=[CH:35][C:34]([C:37]([F:40])([F:39])[F:38])=[CH:33][CH:32]=4)[CH:26]=[CH:27][C:28]=3[O:29][CH3:30])=[O:22])[C:17]([OH:19])=O)=[CH:11][CH:10]=2)[CH:5]=[CH:6][C:7]=1[F:8].Cl.[CH3:42][NH:43][O:44][CH3:45]>>[Cl:1][C:2]1[CH:3]=[C:4]([C:9]2[CH:14]=[CH:13][C:12]([CH2:15][C@@H:16]([NH:20][C:21]([C:23]3[CH:24]=[C:25]([C:31]4[CH:32]=[CH:33][C:34]([C:37]([F:40])([F:38])[F:39])=[CH:35][CH:36]=4)[CH:26]=[CH:27][C:28]=3[O:29][CH3:30])=[O:22])[C:17](=[O:19])[N:43]([O:44][CH3:45])[CH3:42])=[CH:11][CH:10]=2)[CH:5]=[CH:6][C:7]=1[F:8] |f:1.2|. Procedure: 4-Methoxy-4′-trifluoromethyl-biphenyl-3-carboxylic acid [2-(3′-chloro-4′-fluoro-biphenyl-4-yl)-1-(R)-(methoxy-methyl-carbamoyl)-ethyl]-amide (0.078 g ) was prepared from 3-(3′-Chloro-4′-fluoro-biphenyl-4-yl)-2-(R)-[(4-methoxy-4′-trifluoromethyl-biphenyl-3-carbonyl)-amino]-propionic acid (0.1 g, 0.179 mmol) and N,O-dimethylhydroxylamine hydrochloride (0.017 g, 0.179 mmol) following general procedure A